The task is: describe an organic reaction: reactants, conditions, products, and yield. This data is from the Open Reaction Database (ORD), a public repository of structured organic reaction records. The reactants are ClC1=C(C(=O)O)C(=CC(=C1)C(=O)O)Cl (2,6-dichloroterephthalic acid), C1=CN(C=N1)C(=O)N2C=CN=C2 (CDI), CNC (dimethyl amine). Run in ClC1C(CCC(C1)C(C)C)(C)Cl (dichloromenthane). Reaction conditions: time 1.5 hour. Product: ClC1=C(C(=O)O)C(=CC(=C1)C(N(C)C)=O)Cl (2,6-dichloro-4-(dimethylcarbamoyl)benzoic acid). Reaction SMILES: [Cl:1][C:2]1[CH:10]=[C:9]([C:11](O)=[O:12])[CH:8]=[C:7]([Cl:14])[C:3]=1[C:4]([OH:6])=[O:5].C1N=[CH:18][N:17](C(N2C=NC=C2)=O)[CH:16]=1.CNC>ClC1CC(C(C)C)CCC1(Cl)C>[Cl:1][C:2]1[CH:10]=[C:9]([C:11](=[O:12])[N:17]([CH3:18])[CH3:16])[CH:8]=[C:7]([Cl:14])[C:3]=1[C:4]([OH:6])=[O:5]. Reported procedure: To a solution of 2,6-dichloroterephthalic acid (100 mg, 0.46 mmol) in dichloromenthane was added CDI (62 mg, 0.46 mmol) in one portion. The reaction mixture was stirred at room temperature for 1.5 hours and then dimethyl amine (1.0 M in THF, 2 mL, 2.0 mmol) was added. The reaction was concentrated under reduced pressure to give the crude 2,6-dichloro-4-(dimethylcarbamoyl)benzoic acid, which was used in the next step without further purification. 1H NMR (500 MHz, DMSO-d6): δ 14.35 (s, 1H), 7.56 (...